Dataset: the Open Reaction Database (ORD), a public repository of structured organic reaction records. Task: describe an organic reaction: reactants, conditions, products, and yield Reactants: [F-].[K+] (KF), [F-].[K+] (KF), C(F)(F)(F)[Si](C)(C)C (CF3TMS), C[Si](C(F)(F)F)(C)C (trimethyl(trifluoromethyl)silane), [F-].[K+] (KF), C(F)(F)(F)[Si](C)(C)C (CF3TMS), N (ammonia), N#N (N2), IC=1N=NC(=CC1)C (3-iodo-6-methylpyridazine). The reagents and catalysts are [Cu]I (CuI), [Cu]I (CuI), [Cu]I (CuI). Run in CN(C)C=O (DMF), CC(C)(C)OC (TBME), CN1C(CCC1)=O (N-methylpyrrolidinone). Run at time 5 day. Yields the product CC=1N=NC(=CC1)C(F)(F)F (3-Methyl-6-(trifluoromethyl)pyridazine). Isolated yield 35.0%. As a reaction SMILES: [F-].[K+].N#N.I[C:6]1[N:7]=[N:8][C:9]([CH3:12])=[CH:10][CH:11]=1.C[Si](C)(C)[C:15]([F:18])([F:17])[F:16].N>CN(C=O)C.CN1CCCC1=O.[Cu]I.CC(OC)(C)C>[CH3:12][C:9]1[N:8]=[N:7][C:6]([C:15]([F:18])([F:17])[F:16])=[CH:11][CH:10]=1 |f:0.1|. Procedure: A mixture of CuI (263 mg) and KF (80 mg) was heated under vacuum for 30 minutes until a greenish colour was observed. The system was filled with N2 and a solution of 3-iodo-6-methylpyridazine (300 mg) in DMF (1.25 ml) and N-methylpyrrolidinone (1.25 ml) followed by trimethyl(trifluoromethyl)silane (185 μl) were subsequently added. A dark brown colour was observed. After stirring at room temperature for 5 days, the reaction was not complete. CuI (263 mg), KF (80 mg), and CF3TMS (185 μl) were adde... The reactants are C(C)(C)I (isopropyl iodide), CCOCC (ether), ice water, CN(C)CC1CCSC2=C1NC=1C=CC=CC21 (4-dimethylaminomethyl-2,3,4,5-tetrahydrothiopyrano[3,2-b]indole), [H-].[Na+] (sodium hydride). Run in CN(C=O)C (dimethylformamide), CN(C=O)C (dimethylformamide). Reaction conditions: time 1 hour. Product: CN(C)CC1CCSC2=C1N(C=1C=CC=CC21)C(C)C (4-Dimethylaminomethyl-5-isopropyl-2,3,4,5-tetrahydrothiopyrano[3,2-b]indol). The yield is 77.7%. RXN SMILES: [CH3:1][N:2]([CH2:4][CH:5]1[C:10]2[NH:11][C:12]3[CH:13]=[CH:14][CH:15]=[CH:16][C:17]=3[C:9]=2[S:8][CH2:7][CH2:6]1)[CH3:3].[H-].[Na+].[CH:20](I)([CH3:22])[CH3:21].CCOCC>CN(C)C=O>[CH3:3][N:2]([CH2:4][CH:5]1[C:10]2[N:11]([CH:20]([CH3:22])[CH3:21])[C:12]3[CH:13]=[CH:14][CH:15]=[CH:16][C:17]=3[C:9]=2[S:8][CH2:7][CH2:6]1)[CH3:1] |f:1.2|. Procedure details: A solution of 4-dimethylaminomethyl-2,3,4,5-tetrahydrothiopyrano[3,2-b]indole (1.00 g) in dry dimethylformamide (25 ml) is mixed with 50% sodium hydride (293 mg) under stirring and the mixture is allowed to stand at 40° C. for 1 hour. Then, the reaction mixture is mixed with a solution of isopropyl iodide (1.63 g) in dimethylformamide (2 ml) and kept at 40° C. for 2 hours and further for 20 hours after addition of the reagent. The reaction mixture is mixed with ether and ice water successively a... The reactants are S1C(=NC2=C1C=CC=C2)NC(=O)C=2C=CC=C1CCN(CC21)C=2SC(=C(N2)C(=O)O)C2=CC=C(C=C2)CO (2-(8-(benzo[d]thiazol-2-ylcarbamoyl)-3,4-dihydroisoquinolin-2(1H)-yl)-5-(4-(hydroxymethyl)phenyl)thiazole-4-carboxylic acid), NC1=C(C(=NN1C(=O)OC(C)(C)C)C1=CC=C(OCC2=C(N=C(S2)N2CC3=C(C=CC=C3CC2)C(/N=C\2/SC3=C(N2COCC[Si](C)(C)C)C=CC=C3)=O)C(=O)OC)C=C1)C#N ((E)-methyl 5-((4-(5-amino-1-(tert-butoxycarbonyl)-4-cyano-1H-pyrazol-3-yl)phenoxy)methyl)-2-(8-(3-((2-(trimethylsilyl)ethoxy)methyl)benzo[d]thiazol-2(3H)-ylidenecarbamoyl)-3,4-dihydroisoquinolin-2(1H)-yl)thiazole-4-carboxylate). The product is NC1=C(C(=NN1)C1=CC=C(OCC2=C(N=C(S2)N2CC3=C(C=CC=C3CC2)C(NC=2SC3=C(N2)C=CC=C3)=O)C(=O)O)C=C1)C#N (5-((4-(5-amino-4-cyano-1H-pyrazol-3-yl)phenoxy)methyl)-2-(8-(benzo[d]thiazol-2-ylcarbamoyl)-3,4-dihydroisoquinolin-2(1H)-yl)thiazole-4-carboxylic acid). As a reaction SMILES: S1C2C=CC=CC=2N=C1NC(C1C=CC=C2C=1CN(C1SC(C3C=CC(CO)=CC=3)=C(C(O)=O)N=1)CC2)=O.[NH2:39][C:40]1[N:44](C(OC(C)(C)C)=O)[N:43]=[C:42]([C:52]2[CH:98]=[CH:97][C:55]([O:56][CH2:57][C:58]3[S:62][C:61]([N:63]4[CH2:72][CH2:71][C:70]5[C:65](=[C:66]([C:73](=[O:92])/[N:74]=[C:75]6/[S:76][C:77]7[CH:91]=[CH:90][CH:89]=[CH:88][C:78]=7[N:79]/6COCC[Si](C)(C)C)[CH:67]=[CH:68][CH:69]=5)[CH2:64]4)=[N:60][C:59]=3[C:93]([O:95]C)=[O:94])=[CH:54][CH:53]=2)[C:41]=1[C:99]#[N:100]>>[NH2:39][C:40]1[NH:44][N:43]=[C:42]([C:52]2[CH:53]=[CH:54][C:55]([O:56][CH2:57][C:58]3[S:62][C:61]([N:63]4[CH2:72][CH2:71][C:70]5[C:65](=[C:66]([C:73](=[O:92])[NH:74][C:75]6[S:76][C:77]7[CH:91]=[CH:90][CH:89]=[CH:88][C:78]=7[N:79]=6)[CH:67]=[CH:68][CH:69]=5)[CH2:64]4)=[N:60][C:59]=3[C:93]([OH:95])=[O:94])=[CH:97][CH:98]=2)[C:41]=1[C:99]#[N:100]. Procedure: The title compound 45 was prepared in a similar manner to the synthesis of compound 34 by substituting compound 34D with compound 45E: 1H NMR (DMSO-d6): δ 8.02 (d, J=7.67 Hz, 1H), 7.78 (d, J=7.98 Hz, 1H), 7.59-7.71 (m, 3H), 7.33-7.48 (m, 4H), 7.05 (d, J=7.59 Hz, 1H), 6.83 (d, J=7.67 Hz, 1H), 5.54 (s, 2H), 4.77-4.86 (m, 4H), 3.74 (t, J=5.68 Hz, 2H), 3.04 (t, J=5.83 Hz, 2H). MS (ESI(+)): m/z 647 (M−H).